Dataset: the Open Reaction Database (ORD), a public repository of structured organic reaction records. Task: describe an organic reaction: reactants, conditions, products, and yield Starting materials: C=CCCl, ClCCl, [Na+], [Na+], O=C([O-])[O-], OCCNCCO. Yields the product C=CCN(CCO)CCO. As a reaction SMILES: [CH2:14]([CH:15]=[CH2:16])[Cl:17].[Cl:18][CH2:19][Cl:20].[Na+:8].[Na+:9].[O-:10][C:11](=[O:12])[O-:13].[OH:1][CH2:2][CH2:3][NH:4][CH2:5][CH2:6][OH:7]>>[OH:1][CH2:2][CH2:3][N:4]([CH2:5][CH2:6][OH:7])[CH2:16][CH:15]=[CH2:14].